Dataset: the Open Reaction Database (ORD), a public repository of structured organic reaction records. Task: describe an organic reaction: reactants, conditions, products, and yield The reactants are Cl.Cl.NC1=NC=2C=CC=NC2C2=C1N=C(N2CC2(CCNCC2)O)CC (4-[(4-amino-2-ethyl-1H-imidazo[4,5-c][1,5]naphthyridin-1-yl)methyl]piperidin-4-ol dihydrochloride), [OH-].[Na+] (sodium hydroxide). The product is NC1=NC=2C=CC=NC2C2=C1N=C(N2CC2(CCNCC2)O)CC (4-[(4-amino-2-ethyl-1H-imidazo[4,5-c][1,5]naphthyridin-1-yl)methyl]piperidin-4-ol). Yield: 93.3%. Reaction SMILES: Cl.Cl.[NH2:3][C:4]1[C:13]2[N:14]=[C:15]([CH2:25][CH3:26])[N:16]([CH2:17][C:18]3([OH:24])[CH2:23][CH2:22][NH:21][CH2:20][CH2:19]3)[C:12]=2[C:11]2[N:10]=[CH:9][CH:8]=[CH:7][C:6]=2[N:5]=1.[OH-].[Na+]>>[NH2:3][C:4]1[C:13]2[N:14]=[C:15]([CH2:25][CH3:26])[N:16]([CH2:17][C:18]3([OH:24])[CH2:23][CH2:22][NH:21][CH2:20][CH2:19]3)[C:12]=2[C:11]2[N:10]=[CH:9][CH:8]=[CH:7][C:6]=2[N:5]=1 |f:0.1.2,3.4|. Procedure details: A mixture of 4-[(4-amino-2-ethyl-1H-imidazo[4,5-c][1,5]naphthyridin-1-yl)methyl]piperidin-4-ol dihydrochloride (0.80 g) and 1N sodium hydroxide (8 mL) was sonicated for 2 minutes. A solid was isolated by filtration, washed with water, and dried. This procedure was repeated and the material was dried under high vacuum at 120° C. to provide 0.61 g of 4-[(4-amino-2-ethyl-1H-imidazo[4,5-c][1,5]naphthyridin-1-yl)methyl]piperidin-4-ol as a tan powder, mp 232.0-233.0° C. Anal. Calcd for C17H22N6O C, 62... Reactants: CCOc1cc(C(C)(C)C)ncc1C1=NC(C)(c2ccc(Cl)cc2)C(C)(c2ccc(Cl)cc2)N1C(=O)N1CCC(CC(=O)O)CC1, CC(N)C1CCCCC1. The product is CCOc1cc(C(C)(C)C)ncc1C1=NC(C)(c2ccc(Cl)cc2)C(C)(c2ccc(Cl)cc2)N1C(=O)N1CCC(CC(=O)NC(C)C2CCCCC2)CC1. As a reaction SMILES: [C:1]([CH3:2])([CH3:3])([CH3:4])[c:5]1[cH:6][c:7]([O:44][CH2:45][CH3:46])[c:8]([C:11]2=[N:15][C:14]([CH3:16])([c:17]3[cH:18][cH:19][c:20]([Cl:23])[cH:21][cH:22]3)[C:13]([CH3:24])([c:25]3[cH:26][cH:27][c:28]([Cl:31])[cH:29][cH:30]3)[N:12]2[C:32](=[O:33])[N:34]2[CH2:35][CH2:36][CH:37]([CH2:40][C:41](=[O:42])[OH:43])[CH2:38][CH2:39]2)[cH:9][n:10]1.[CH:47]1([CH:53]([CH3:54])[NH2:55])[CH2:48][CH2:49][CH2:50][CH2:51][CH2:52]1>>[C:1]([CH3:2])([CH3:3])([CH3:4])[c:5]1[cH:6][c:7]([O:44][CH2:45][CH3:46])[c:8]([C:11]2=[N:15][C:14]([CH3:16])([c:17]3[cH:18][cH:19][c:20]([Cl:23])[cH:21][cH:22]3)[C:13]([CH3:24])([c:25]3[cH:26][cH:27][c:28]([Cl:31])[cH:29][cH:30]3)[N:12]2[C:32](=[O:33])[N:34]2[CH2:35][CH2:36][CH:37]([CH2:40][C:41](=[O:43])[NH:55][CH:53]([CH:47]3[CH2:48][CH2:49][CH2:50][CH2:51][CH2:52]3)[CH3:54])[CH2:38][CH2:39]2)[cH:9][n:10]1.